Dataset: the Open Reaction Database (ORD), a public repository of structured organic reaction records. Task: describe an organic reaction: reactants, conditions, products, and yield The reactants are NC=1SC=C(N1)/C(/C(=O)O)=N/OCCF (2-(2-aminothiazol-4-yl)-2(Z)-(2-fluoroethoxyimino)acetic acid), N[C@H]1[C@@H]2N(C(=C(CS2)COC(CC(C)=O)=O)C(=O)O)C1=O (7β-amino-3-(3-oxobutyryloxymethyl)-3-cephem-4-carboxylic acid). The product is NC=1SC=C(N1)/C(/C(=O)N[C@H]1[C@@H]2N(C(=C(CS2)COC(CC(C)=O)=O)C(=O)O)C1=O)=N/OCCF (7β-[2-(2-Aminothiazol-4-yl)-2(Z)-(2-fluoroethoxyimino)actamido]-3-(3-oxobutyryloxymethyl)-3-cephem-4-carboxylic acid). Reaction SMILES: [NH2:1][C:2]1[S:3][CH:4]=[C:5](/[C:7](=[N:11]/[O:12][CH2:13][CH2:14][F:15])/[C:8]([OH:10])=O)[N:6]=1.[NH2:16][C@@H:17]1[C:35](=[O:36])[N:19]2[C:20]([C:32]([OH:34])=[O:33])=[C:21]([CH2:24][O:25][C:26](=[O:31])[CH2:27][C:28](=[O:30])[CH3:29])[CH2:22][S:23][C@H:18]12>>[NH2:1][C:2]1[S:3][CH:4]=[C:5](/[C:7](=[N:11]/[O:12][CH2:13][CH2:14][F:15])/[C:8]([NH:16][C@@H:17]2[C:35](=[O:36])[N:19]3[C:20]([C:32]([OH:34])=[O:33])=[C:21]([CH2:24][O:25][C:26](=[O:31])[CH2:27][C:28](=[O:30])[CH3:29])[CH2:22][S:23][C@H:18]23)=[O:10])[N:6]=1. Procedure: Starting from 2-(2-aminothiazol-4-yl)-2(Z)-(2-fluoroethoxyimino)acetic acid and 7β-amino-3-(3-oxobutyryloxymethyl)-3-cephem-4-carboxylic acid, the above-identified compound is obtained by the procedure of Reference Example 3. The reactants are O (Water), [OH-].[Na+] (NaOH), OO (H2O2), C(C=C)C(C[C@H](NC(C1=CC=CC=C1)(C1=CC=CC=C1)C1=CC=CC=C1)C(=O)OC(C)(C)C)C(=O)OC(C)(C)C (di-tert-butyl 4-allyl-N-trityl-L-glutamate). Run in C1CCOC1 (THF). Reaction conditions: temperature 0 celsius, time 16 hour. Product: OCCCC(C[C@H](NC(C1=CC=CC=C1)(C1=CC=CC=C1)C1=CC=CC=C1)C(=O)OC(C)(C)C)C(=O)OC(C)(C)C (di-tert-butyl 4-(3-hydroxypropyl)-N-trityl-L-glutamate). The yield is 44.0%. RXN SMILES: [CH2:1]([CH:4]([C:34]([O:36][C:37]([CH3:40])([CH3:39])[CH3:38])=[O:35])[CH2:5][C@@H:6]([C:27]([O:29][C:30]([CH3:33])([CH3:32])[CH3:31])=[O:28])[NH:7][C:8]([C:21]1[CH:26]=[CH:25][CH:24]=[CH:23][CH:22]=1)([C:15]1[CH:20]=[CH:19][CH:18]=[CH:17][CH:16]=1)[C:9]1[CH:14]=[CH:13][CH:12]=[CH:11][CH:10]=1)[CH:2]=[CH2:3].[OH-:41].[Na+].OO.O>C1COCC1>[OH:41][CH2:3][CH2:2][CH2:1][CH:4]([C:34]([O:36][C:37]([CH3:40])([CH3:39])[CH3:38])=[O:35])[CH2:5][C@@H:6]([C:27]([O:29][C:30]([CH3:31])([CH3:32])[CH3:33])=[O:28])[NH:7][C:8]([C:9]1[CH:14]=[CH:13][CH:12]=[CH:11][CH:10]=1)([C:21]1[CH:26]=[CH:25][CH:24]=[CH:23][CH:22]=1)[C:15]1[CH:16]=[CH:17][CH:18]=[CH:19][CH:20]=1 |f:1.2|. Reported procedure: Borane tetrahydrofuran complex (1M, 2.8 mL, 2.8 mmol) was added drop wise to a solution of di-tert-butyl 4-allyl-N-trityl-L-glutamate (1.00 g, 1.85 mmol) in THF (10 mL) at 0° C. The resulting mixture was stirred for 2 h at 0° C. and for 16 h at room temperature. The solution was cooled to 0° C. NaOH (1M, 3 mL) and H2O2 (30% in water, 3 mL) were added drop wise. The mixture was stirred at 0° C. for 1 h. Water (5 mL) was added and the mixture was concentrated under reduced pressure. The aqueous re... Reactants: FC1=C(C(=CC(=C1)F)F)CC(=O)O (2-(2,4,6-trifluorophenyl)acetic acid), C(C)(C)N(C(C)C)CC (N,N diisopropylethylamine), C(C(=O)Cl)(=O)Cl (oxalyl chloride), NC(C(=O)OCC)=NO (ethyl 2-amino-2-(hydroxyimino)acetate). The solvent is ClCCl (dichloromethane), CN(C)C=O (DMF), N1=CC=CC=C1 (pyridine), ClCCl (dichloromethane). Product: FC1=C(CC2=NC(=NO2)C(=O)OCC)C(=CC(=C1)F)F (ethyl 5-(2,4,6-trifluorobenzyl)-1,2,4-oxadiazole-3-carboxylate). Yield: 18.5%. As a reaction SMILES: [F:1][C:2]1[CH:7]=[C:6]([F:8])[CH:5]=[C:4]([F:9])[C:3]=1[CH2:10][C:11]([OH:13])=O.C(Cl)(=O)C(Cl)=O.[NH2:20][C:21](=[N:27]O)[C:22]([O:24][CH2:25][CH3:26])=[O:23].C(N(CC)C(C)C)(C)C>ClCCl.N1C=CC=CC=1.CN(C=O)C>[F:9][C:4]1[CH:5]=[C:6]([F:8])[CH:7]=[C:2]([F:1])[C:3]=1[CH2:10][C:11]1[O:13][N:27]=[C:21]([C:22]([O:24][CH2:25][CH3:26])=[O:23])[N:20]=1. Reported procedure: This compound was prepared according to General method 2 with (step I) 2-(2,4,6-trifluorophenyl)acetic acid (0.360 g; 1.89 mmol) and oxalyl chloride (0.176 mL; 2.08 mmol) in dichloromethane (12 mL) with few drops of DMF and (step II) ethyl 2-amino-2-(hydroxyimino)acetate (0.250 g; 1.89 mmol) and N,N diisopropylethylamine (0.527 mL; 3.03 mmol) in dichloromethane (10 mL) and (step III) pyridine (18 mL). The crude material was purified by flash chromatography on silica (eluent 20 to 100% ethyl acet...